describe an organic reaction: reactants, conditions, products, and yield From a dataset of the Open Reaction Database (ORD), a public repository of structured organic reaction records. The reactants are NC1=CC=C(C=N1)C1=CC=C(C=C1)C(=O)N1[C@@H](CCC1)CN1CCCC1 ([4-(6-amino-pyridin-3-yl)-phenyl]-(2-(S)-pyrrolidin-1-ylmethyl-pyrrolidin-1-yl)-methanone), CS(=O)(=O)Cl (methanesulfonyl chloride). Run in ClCCl.N1=CC=CC=C1 (dichloromethane pyridine). Conditions: time 48 hour. Yields the product N1(CCCC1)C[C@H]1N(CCC1)C(=O)C1=CC=C(C=C1)C=1C=CC(=NC1)NS(=O)(=O)C (N-{5-[4-(2-(S)-Pyrrolidin-1-ylmethyl-pyrrolidine-1-carbonyl)-phenyl]-pyridin-2-yl}-methanesulfonamide). RXN SMILES: [NH2:1][C:2]1[N:7]=[CH:6][C:5]([C:8]2[CH:13]=[CH:12][C:11]([C:14]([N:16]3[CH2:20][CH2:19][CH2:18][C@H:17]3[CH2:21][N:22]3[CH2:26][CH2:25][CH2:24][CH2:23]3)=[O:15])=[CH:10][CH:9]=2)=[CH:4][CH:3]=1.[CH3:27][S:28](Cl)(=[O:30])=[O:29]>ClCCl.N1C=CC=CC=1>[N:22]1([CH2:21][C@@H:17]2[CH2:18][CH2:19][CH2:20][N:16]2[C:14]([C:11]2[CH:10]=[CH:9][C:8]([C:5]3[CH:4]=[CH:3][C:2]([NH:1][S:28]([CH3:27])(=[O:30])=[O:29])=[N:7][CH:6]=3)=[CH:13][CH:12]=2)=[O:15])[CH2:23][CH2:24][CH2:25][CH2:26]1 |f:2.3|. Procedure details: Procedure LL: To a stirring solution of [4-(6-amino-pyridin-3-yl)-phenyl]-(2-(S)-pyrrolidin-1-ylmethyl-pyrrolidin-1-yl)-methanone (1.0 mmol) in 3:1 dichloromethane/pyridine (0.10M), add methanesulfonyl chloride (1.3 mmol) and stir at room temperature for 48 hours. After this time, wash the reaction with 1N hydrochloric acid while extracting with dichloromethane. Using 2N sodium hydroxide, make the aqueous phase basic and extract with 10% isopropanol/dichloromethane. The product remains in the aq... Reactants: COC(=O)C12CCCCC1CCc1ccccc12, CC(=O)O, O=[Cr](=O)=O, O. Yields the product COC(=O)C12CCCCC1CC(=O)c1ccccc12. Reaction SMILES: [CH2:1]1[CH2:2][CH2:3][CH2:4][C:5]2([C:15](=[O:16])[O:17][CH3:18])[c:6]3[cH:7][cH:8][cH:9][cH:10][c:11]3[CH2:12][CH2:13][CH:14]12.[CH3:23][C:24](=[O:25])[OH:26].[O:19]=[Cr:20](=[O:21])=[O:22].[OH2:27]>>[CH2:1]1[CH2:2][CH2:3][CH2:4][C:5]2([C:15](=[O:16])[O:17][CH3:18])[c:6]3[cH:7][cH:8][cH:9][cH:10][c:11]3[C:12](=[O:19])[CH2:13][CH:14]12. Yields the product C(C=CC)C1C(C2=CC(=CC=C2C1)Cl)=O ((RS)-2-(2-buten-1-yl)-6-chloro-1-indanone). Solvent: COC(C)(C)OC (2,2-dimethoxypropane), C1(=CC=CC=C1)C (toluene). Procedure details: A solution of 20.2 g of 6-chloro-1-indanone, 25 ml of 3-buten-2-ol and 200 mg of p-toluenesulfonic acid in 25 ml of 2,2-dimethoxypropane and 200 ml of anhydrous toluene was boiled under reflux for 16 hours. The reaction mixture was subsequently concentrated in a vacuum and purified by column chromatography on silica gel (hexane/diethyl ether 5:1). 10.3 g (39%) of (RS)-2-(2-buten-1-yl)-6-chloro-1-indanone were obtained as a yellow oil. Starting materials: ClC1=CC=C2CCC(C2=C1)=O (6-chloro-1-indanone), CC(C=C)O (3-buten-2-ol), C1(=CC=C(C=C1)S(=O)(=O)O)C (p-toluenesulfonic acid). RXN SMILES: [Cl:1][C:2]1[CH:10]=[C:9]2[C:5]([CH2:6][CH2:7][C:8]2=[O:11])=[CH:4][CH:3]=1.[CH3:12][CH:13](O)[CH:14]=[CH2:15].C1(C)C=CC(S(O)(=O)=O)=CC=1>COC(OC)(C)C.C1(C)C=CC=CC=1>[CH2:12]([CH:7]1[CH2:6][C:5]2[C:9](=[CH:10][C:2]([Cl:1])=[CH:3][CH:4]=2)[C:8]1=[O:11])[CH:13]=[CH:14][CH3:15]. The yield is 39.0%. Reactants: C(CCCCCC)C1=CC=C(OCC#N)C=C1 (4-n-heptyl-phenoxy-acetonitrile), Cl.NO (hydroxylamine hydrochloride), C([O-])([O-])=O.[Na+].[Na+] (sodium carbonate), O (water), O (water). Solvent: C(C)O (ethanol). The product is C(CCCCCC)C1=CC=C(OCC(N)=NO)C=C1 (4-n-heptyl-phenoxy-acetamide oxime). The yield is 99.8%. Reaction SMILES: [CH2:1]([C:8]1[CH:17]=[CH:16][C:11]([O:12][CH2:13][C:14]#[N:15])=[CH:10][CH:9]=1)[CH2:2][CH2:3][CH2:4][CH2:5][CH2:6][CH3:7].Cl.[NH2:19][OH:20].C(=O)([O-])[O-].[Na+].[Na+].O>C(O)C>[CH2:1]([C:8]1[CH:17]=[CH:16][C:11]([O:12][CH2:13][C:14](=[N:19][OH:20])[NH2:15])=[CH:10][CH:9]=1)[CH2:2][CH2:3][CH2:4][CH2:5][CH2:6][CH3:7] |f:1.2,3.4.5|. Reported procedure: 30.6 g (0.13 mol) of 4-n-heptyl-phenoxy-acetonitrile, 18.1 g (0.26 mol) of hydroxylamine hydrochloride and 27.6 g (0.26 mol) of sodium carbonate are stirred at reflux temperature in 100 ml of ethanol and 200 ml of water until the reaction is complete (approximately 24 hours). The entire reaction batch is subsequently introduced into water, and the mixture is extracted using methylene chloride. 34.3 g (99.8% of theory) of 4-n-heptyl-phenoxy-acetamide oxime are obtained. Reported procedure: To a solution of (50 mg; 0.12 mMol) of 1-(2-methanesulfonyl-6-phenylamino-pyrimidin-4-yl)-N3-phenyl-1H-[1,2,4]triazole-3,5-diamine in 2 mL of DMSO was added 8 mg (0.13 mMol) of potassium cyanide and reaction was stirred for 1 hr at ambient temperature. The solvent was removed under reduced pressure. The residue was triturated with water and the solid was isolated via suction filtration. Column chromatography (SiO2, 5% EtOH—CH2Cl2) followed by trituration with diethyl ether affording 5 mg of an o... Starting materials: C(C)OCC (diethyl ether), CS(=O)(=O)C1=NC(=CC(=N1)N1N=C(N=C1N)NC1=CC=CC=C1)NC1=CC=CC=C1 (1-(2-methanesulfonyl-6-phenylamino-pyrimidin-4-yl)-N3-phenyl-1H-[1,2,4]triazole-3,5-diamine), CCO.C(Cl)Cl (EtOH CH2Cl2), [C-]#N.[K+] (potassium cyanide). Solvent: CS(=O)C (DMSO). Product: NC1=NC(=NN1C1=NC(=NC(=C1)NC1=CC=CC=C1)C#N)NC1=CC=CC=C1 (4-(5-Amino-3-phenylamino-[1,2,4]triazol-1-yl)-6-phenylamino-pyrimidine-2-carbonitrile). Conditions: time 1 hour. Yield: 11.0%. As a reaction SMILES: CS([C:5]1[N:10]=[C:9]([N:11]2[C:15]([NH2:16])=[N:14][C:13]([NH:17][C:18]3[CH:23]=[CH:22][CH:21]=[CH:20][CH:19]=3)=[N:12]2)[CH:8]=[C:7]([NH:24][C:25]2[CH:30]=[CH:29][CH:28]=[CH:27][CH:26]=2)[N:6]=1)(=O)=O.[C-:31]#[N:32].[K+].CCO.C(Cl)Cl.C(OCC)C>CS(C)=O>[NH2:16][C:15]1[N:11]([C:9]2[CH:8]=[C:7]([NH:24][C:25]3[CH:30]=[CH:29][CH:28]=[CH:27][CH:26]=3)[N:6]=[C:5]([C:31]#[N:32])[N:10]=2)[N:12]=[C:13]([NH:17][C:18]2[CH:23]=[CH:22][CH:21]=[CH:20][CH:19]=2)[N:14]=1 |f:1.2,3.4|.